This data is from the Open Reaction Database (ORD), a public repository of structured organic reaction records. The task is: describe an organic reaction: reactants, conditions, products, and yield The reactants are C=1C=CC2=C(C1)C(=O)C3=C(C=CC(=C3C2=O)O)O (quinizarin), NCCN1CCOCC1 (N-(2-aminoethyl)morpholine). The solvent is O (water). Yields the product O1CCN(CC1)CCNC1=CC=C(C=2C(C3=CC=CC=C3C(C12)=O)=O)NCCN1CCOCC1 (1,4-bis(2-morpholinoethylamino)anthraquinone). As a reaction SMILES: [CH:1]1[CH:2]=[CH:3][C:4]2[C:15](=[O:16])[C:14]3[C:9](=[C:10](O)[CH:11]=[CH:12][C:13]=3O)[C:7](=[O:8])[C:5]=2[CH:6]=1.[NH2:19][CH2:20][CH2:21][N:22]1[CH2:27][CH2:26][O:25][CH2:24][CH2:23]1>O>[O:25]1[CH2:26][CH2:27][N:22]([CH2:21][CH2:20][NH:19][C:10]2[C:9]3[C:7](=[O:8])[C:5]4[C:4](=[CH:3][CH:2]=[CH:1][CH:6]=4)[C:15](=[O:16])[C:14]=3[C:13]([NH:19][CH2:20][CH2:21][N:22]3[CH2:27][CH2:26][O:25][CH2:24][CH2:23]3)=[CH:12][CH:11]=2)[CH2:23][CH2:24]1. Procedure details: A 9.60 g. portion of quinizarin, 46.90 g. of N-(2-aminoethyl)morpholine and 56 ml. of water are reacted as described in Example 1 giving 9.92 g. of the desired product as a blue-black solid, mp. 158°-159° C. Starting materials: CN(CCc1ccc(C#N)cc1)C(=O)CCCNCS(=O)(=O)c1cccc(Cl)c1Cl, CNCCN, S. Yields the product CN(CCc1ccc(C2=NCCN2C)cc1)C(=O)CCCNCS(=O)(=O)c1cccc(Cl)c1Cl. As a reaction SMILES: [C:1](#[N:2])[c:3]1[cH:4][cH:5][c:6]([CH2:9][CH2:10][N:11]([C:12]([CH2:13][CH2:14][CH2:15][NH:16][CH2:17][S:18](=[O:19])(=[O:20])[c:21]2[c:22]([Cl:28])[c:23]([Cl:27])[cH:24][cH:25][cH:26]2)=[O:29])[CH3:30])[cH:7][cH:8]1.[CH3:32][NH:33][CH2:34][CH2:35][NH2:36].[S:31]>>[C:1]1([c:3]2[cH:4][cH:5][c:6]([CH2:9][CH2:10][N:11]([C:12]([CH2:13][CH2:14][CH2:15][NH:16][CH2:17][S:18](=[O:19])(=[O:20])[c:21]3[c:22]([Cl:28])[c:23]([Cl:27])[cH:24][cH:25][cH:26]3)=[O:29])[CH3:30])[cH:7][cH:8]2)=[N:2][CH2:35][CH2:34][N:33]1[CH3:32]. The reactants are Sodium Acrylate Acryloyl Dimethyl, CCCCCCCCCC(=O)O.CCCCCCCC(=O)O.C(C(CO)O)O (Caprylic/Capric Triglyceride), Copolymer, C(CCCCCCCCCCCCCCCCC)(=O)OCC(O)CO (Glyceryl Monostearate). Yields the product C(CCCCCCCCCCCCCCC)O (Cetyl Alcohol). RXN SMILES: [C:1](OCC(CO)O)(=[O:19])[CH2:2][CH2:3][CH2:4][CH2:5][CH2:6][CH2:7][CH2:8][CH2:9][CH2:10][CH2:11][CH2:12][CH2:13][CH2:14][CH2:15][CH2:16]CC.CCCCCCCCCC(O)=O.CCCCCCCC(O)=O.C(O)C(O)CO>>[CH2:1]([OH:19])[CH2:2][CH2:3][CH2:4][CH2:5][CH2:6][CH2:7][CH2:8][CH2:9][CH2:10][CH2:11][CH2:12][CH2:13][CH2:14][CH2:15][CH3:16] |f:1.2.3|. Procedure: Sodium Acrylate Acryloyl Dimethyl Taurate Copolymer (30%); Glyceryl Monostearate (15%); Caprylic/Capric Triglyceride (5%) Reactants: OC=1C(=C(C=CC1)C)[N+](=O)[O-] (3-hydroxy-2-nitrotoluene), C(C1=CC=CC=C1)Br (benzyl bromide), C([O-])([O-])=O.[K+].[K+] (potassium carbonate), CC(=O)C (acetone). Reported procedure: A solution of 50 g. 3-hydroxy-2-nitrotoluene (Pfaltz & Bauer, NO9200), and 30 ml benzyl bromide in acetone is treated with excess potassium carbonate and refluxed for 21/2 hours. The reaction is filtered and the solvent is removed in vacuo. The resulting ether is distilled. This compound (24 g.) is added to a solution of potassium ethoxide (4 g. potassium in ethanol) in ethyl ether (350 ml) and refluxed for 18 hours. The solvent is removed in vacuo and the remaining oil is treated with 1N NaOH a... The product is [N+](=O)([O-])C1=C(C=CC=C1OCC1=CC=CC=C1)CC(C(=O)O)=O (2-Nitro-3-benzyloxyphenylpyruvic Acid). Reaction SMILES: [OH:1][C:2]1[C:3]([N+:9]([O-:11])=[O:10])=[C:4]([CH3:8])[CH:5]=[CH:6][CH:7]=1.[CH2:12](Br)[C:13]1[CH:18]=[CH:17][CH:16]=[CH:15][CH:14]=1.[C:20](=[O:23])([O-])[O-:21].[K+].[K+].C[C:27](C)=[O:28]>>[N+:9]([C:3]1[C:2]([O:1][CH2:12][C:13]2[CH:18]=[CH:17][CH:16]=[CH:15][CH:14]=2)=[CH:7][CH:6]=[CH:5][C:4]=1[CH2:8][C:27](=[O:28])[C:20]([OH:21])=[O:23])([O-:11])=[O:10] |f:2.3.4|.